Dataset: the Open Reaction Database (ORD), a public repository of structured organic reaction records. Task: describe an organic reaction: reactants, conditions, products, and yield Starting materials: C, CC(C)(C)OC(=O)NC12COCCC1CN(C(=O)OCc1ccccc1)C2, CO, [H][H], [Pd]. Yields the product CC(C)(C)OC(=O)NC12CNCC1CCOC2. Reaction SMILES: [C:32].[CH2:1]([O:2][C:3](=[O:4])[N:11]1[CH2:12][CH:13]2[CH2:14][CH2:15][O:16][CH2:17][C:18]2([NH:20][C:21](=[O:22])[O:23][C:24]([CH3:25])([CH3:26])[CH3:27])[CH2:19]1)[c:5]1[cH:6][cH:7][cH:8][cH:9][cH:10]1.[CH3:30][OH:31].[H:28][H:29].[Pd:33]>>[NH:11]1[CH2:12][CH:13]2[CH2:14][CH2:15][O:16][CH2:17][C:18]2([NH:20][C:21](=[O:22])[O:23][C:24]([CH3:25])([CH3:26])[CH3:27])[CH2:19]1. Reaction conditions: temperature 0 celsius, time 55 minute. Yields the product C(C)(=O)OCCN=C=O (2-Isocyanatoethyl Acetate). The solvent is O (water), C(Cl)Cl (methylene chloride), C(Cl)Cl (methylene chloride). Procedure: In like manner, a 3-liter jacketed reaction vessel was charged with 288 ml of methylene chloride and cooled to 0° C. A solution of 2-methyl-2-oxazoline (77.5 g) in 137.7 ml of water, a solution of phosgene (131 g) in 280 ml of methylene chloride, and 250 ml of a 35 weight percent solution of aqueous sodium hydroxide were added simultaneously to the reaction vessel with cooling and stirring; the total additive time was approximately 55 minutes. Stirring was continued for 2 minutes after the addit... The reactants are CC=1OCCN1 (2-methyl-2-oxazoline), C(=O)(Cl)Cl (phosgene), [OH-].[Na+] (sodium hydroxide). RXN SMILES: [CH3:1][C:2]1[O:3][CH2:4][CH2:5][N:6]=1.[C:7](Cl)(Cl)=[O:8].[OH-:11].[Na+]>O.C(Cl)Cl>[C:2]([O:3][CH2:4][CH2:5][N:6]=[C:7]=[O:8])(=[O:11])[CH3:1] |f:2.3|. Reaction conditions: time 2 hour. Solvent: C(C)(=O)OCC (ethyl acetate), O (water), C1CCOC1 (THF). Procedure: Under nitrogen gas, diisopropylamine (17.4 g, 157.5 mmol) was added to n-butylmagnesium chloride (1.8 mol/kg, 79.6 g, 143.2 mmol) over 30 minutes at 40° C. and the mixture was further stirred for 2 hours at the same temperature to prepare a white slurry (liquor A). Separately, under nitrogen gas in another vessel, a solution was prepared from methyl (S)-2-tert-butyloxycarbonylamino-3-phenylpropanoate (10.0 g, 35.8 mmol), dibromomethane (12.45 g, 71.6 mmol) and THF (20 mL) (liquor B). To this liq... Reactants: Cl (hydrochloric acid), C(C)(C)NC(C)C (diisopropylamine), C(CCC)[Mg]Cl (n-butylmagnesium chloride), C(C)(C)(C)OC(=O)N[C@H](C(=O)OC)CC1=CC=CC=C1 (methyl (S)-2-tert-butyloxycarbonylamino-3-phenylpropanoate), BrCBr (dibromomethane). The product is C(C1=CC=CC=C1)[C@@H](C(C(Br)Br)=O)NC(OC(C)(C)C)=O (tert-butyl (S)-(1-benzyl-3,3-dibromo-2-oxo-propyl)carbamate). Reaction SMILES: C(NC(C)C)(C)C.C([Mg]Cl)CCC.[C:14]([O:18][C:19]([NH:21][C@@H:22]([CH2:27][C:28]1[CH:33]=[CH:32][CH:31]=[CH:30][CH:29]=1)[C:23]([O:25]C)=O)=[O:20])([CH3:17])([CH3:16])[CH3:15].[Br:34][CH2:35][Br:36].Cl>C(OCC)(=O)C.O.C1COCC1>[CH2:27]([C@H:22]([NH:21][C:19](=[O:20])[O:18][C:14]([CH3:15])([CH3:16])[CH3:17])[C:23](=[O:25])[CH:35]([Br:36])[Br:34])[C:28]1[CH:33]=[CH:32][CH:31]=[CH:30][CH:29]=1. Yield: 57.8%.